From a dataset of the Open Reaction Database (ORD), a public repository of structured organic reaction records. describe an organic reaction: reactants, conditions, products, and yield Procedure: The title compound was prepared from 3-[3-(3-bromo-propoxy)-phenyl]-2-methoxy-propionic acid methyl ester (Example 323, Step 1) and 2-methyl-benzothiazol-5-ol via the same procedure used for the preparation of (2S)-2-methoxy-3-[4-(3-phenoxy-propoxy)-phenyl]-propionic acid (Example 285, Step 1). The enatiomers were separated by chiral HPLC. MS (ES) for C21H23NO5S [M+H]+: 402.1. Yields the product COC(C(=O)O)CC1=CC(=CC=C1)OCCCOC=1C=CC2=C(N=C(S2)C)C1 (2-methoxy-3-{3-[3-(2-methyl-benzothiazol-5-yloxy)-propoxy]-phenyl}-propionic acid). As a reaction SMILES: C[O:2][C:3](=[O:19])[CH:4]([O:17][CH3:18])[CH2:5][C:6]1[CH:11]=[CH:10][CH:9]=[C:8]([O:12][CH2:13][CH2:14][CH2:15]Br)[CH:7]=1.[CH3:20][C:21]1[S:22][C:23]2[CH:29]=[CH:28][C:27]([OH:30])=[CH:26][C:24]=2[N:25]=1.CO[C@@H](CC1C=CC(OCCCOC2C=CC=CC=2)=CC=1)C(O)=O>>[CH3:18][O:17][CH:4]([CH2:5][C:6]1[CH:11]=[CH:10][CH:9]=[C:8]([O:12][CH2:13][CH2:14][CH2:15][O:30][C:27]2[CH:28]=[CH:29][C:23]3[S:22][C:21]([CH3:20])=[N:25][C:24]=3[CH:26]=2)[CH:7]=1)[C:3]([OH:2])=[O:19]. The reactants are COC(C(CC1=CC(=CC=C1)OCCCBr)OC)=O (3-[3-(3-bromo-propoxy)-phenyl]-2-methoxy-propionic acid methyl ester), CC=1SC2=C(N1)C=C(C=C2)O (2-methyl-benzothiazol-5-ol), CO[C@H](C(=O)O)CC1=CC=C(C=C1)OCCCOC1=CC=CC=C1 ((2S)-2-methoxy-3-[4-(3-phenoxy-propoxy)-phenyl]-propionic acid).